describe an organic reaction: reactants, conditions, products, and yield From a dataset of the Open Reaction Database (ORD), a public repository of structured organic reaction records. Reactants: C1COCCO1, CSc1nc(-c2ccnc(Cl)c2)c(-c2cccc(C(F)(F)F)c2)c2nncn12, Cl, [Na+], [OH-]. Yields the product Oc1nc(-c2ccnc(Cl)c2)c(-c2cccc(C(F)(F)F)c2)c2nncn12. As a reaction SMILES: [CH2:32]1[O:33][CH2:34][CH2:35][O:36][CH2:37]1.[CH3:1][S:2][c:3]1[n:4][c:5](-[c:22]2[cH:23][c:24]([Cl:28])[n:25][cH:26][cH:27]2)[c:6](-[c:12]2[cH:13][c:14]([C:18]([F:19])([F:20])[F:21])[cH:15][cH:16][cH:17]2)[c:7]2[n:8]1[cH:9][n:10][n:11]2.[ClH:31].[Na+:30].[OH-:29]>>[c:3]1([OH:29])[n:4][c:5](-[c:22]2[cH:23][c:24]([Cl:28])[n:25][cH:26][cH:27]2)[c:6](-[c:12]2[cH:13][c:14]([C:18]([F:19])([F:20])[F:21])[cH:15][cH:16][cH:17]2)[c:7]2[n:8]1[cH:9][n:10][n:11]2. The reactants are Cc1ccc(-c2c(CNC(=O)OC(C)(C)C)c(CC(C)C)nc3ccc(C(=O)O)cc23)cc1, CCOC(=O)Cl, CN1CCOCC1, CO, C1CCOC1, O. Yields the product Cc1ccc(-c2c(CNC(=O)OC(C)(C)C)c(CC(C)C)nc3ccc(CO)cc23)cc1. RXN SMILES: [C:1]([CH3:2])([CH3:3])([CH3:4])[O:5][C:6](=[O:7])[NH:8][CH2:9][c:10]1[c:11]([CH2:30][CH:31]([CH3:32])[CH3:33])[n:12][c:13]2[cH:14][cH:15][c:16]([C:27](=[O:28])[OH:29])[cH:17][c:18]2[c:19]1-[c:20]1[cH:21][cH:22][c:23]([CH3:26])[cH:24][cH:25]1.[C:34]([Cl:35])(=[O:36])[O:37][CH2:38][CH3:39].[CH3:40][N:41]1[CH2:42][CH2:43][O:44][CH2:45][CH2:46]1.[CH3:47][OH:48].[O:49]1[CH2:50][CH2:51][CH2:52][CH2:53]1.[OH2:54]>>[C:1]([CH3:2])([CH3:3])([CH3:4])[O:5][C:6](=[O:7])[NH:8][CH2:9][c:10]1[c:11]([CH2:30][CH:31]([CH3:32])[CH3:33])[n:12][c:13]2[cH:14][cH:15][c:16]([CH2:27][OH:28])[cH:17][c:18]2[c:19]1-[c:20]1[cH:21][cH:22][c:23]([CH3:26])[cH:24][cH:25]1. RXN SMILES: [Br:12][c:13]1[cH:14][c:15]([F:20])[c:16]([OH:19])[cH:17][cH:18]1.[C:1](#[N:2])[c:3]1[cH:4][cH:5][c:6]([B:9]([OH:10])[OH:11])[cH:7][cH:8]1.[CH:29]([OH:30])([CH3:31])[CH3:32].[K+:26].[K+:27].[K+:28].[OH2:33].[P:21]([O-:22])([O-:23])([O-:24])=[O:25]>>[C:1](#[N:2])[c:3]1[cH:4][cH:5][c:6](-[c:13]2[cH:14][c:15]([F:20])[c:16]([OH:19])[cH:17][cH:18]2)[cH:7][cH:8]1. Starting materials: Oc1ccc(Br)cc1F, N#Cc1ccc(B(O)O)cc1, CC(C)O, [K+], [K+], [K+], O, O=P([O-])([O-])[O-]. The product is N#Cc1ccc(-c2ccc(O)c(F)c2)cc1. Reactants: CC[N+](CC)(CC)Cc1ccccc1, Cc1ccccc1, COS(=O)(=O)OC, [Cl-], O=S1C=Nc2c(Cl)cccc21, [Na+], [OH-], O. The product is CN1CS(=O)c2cccc(Cl)c21. Reaction SMILES: [CH2:30]([N+:31]([CH2:32][CH3:33])([CH2:34][CH3:35])[CH2:36][CH3:37])[c:38]1[cH:39][cH:40][cH:41][cH:42][cH:43]1.[CH3:14][c:15]1[cH:16][cH:17][cH:18][cH:19][cH:20]1.[CH3:21][O:22][S:23]([O:24][CH3:25])(=[O:26])=[O:27].[Cl-:29].[Cl:1][c:2]1[cH:3][cH:4][cH:5][c:6]2[c:7]1[N:8]=[CH:9][S:10]2=[O:11].[Na+:13].[OH-:12].[OH2:28]>>[Cl:1][c:2]1[cH:3][cH:4][cH:5][c:6]2[c:7]1[N:8]([CH3:14])[CH2:9][S:10]2=[O:11]. The reactants are CC(=O)OI1(C=2C=CC=CC2C(=O)O1)(OC(=O)C)OC(=O)C (Dess-Martin periodinane), OC(C=1N=C(C2=C(NC3=CC(=CC=C23)C(=O)OC)N1)NCCCN1CCCCC1)C1=CC=CC=C1 (methyl 2-(hydroxy(phenyl)methyl)-4-((3-(piperidin-1-yl)propyl)amino)-9H-pyrimido[4,5-b]indole-7-carboxylate), compound, C(=O)(C(F)(F)F)O (TFA), C(Cl)Cl (DCM). Run at time 1 hour. Product: C(C1=CC=CC=C1)(=O)C=1N=C(C2=C(NC3=CC(=CC=C23)C(=O)OC)N1)NCCCN1CCCCC1 (methyl 2-benzoyl-4-((3-(piperidin-1-yl)propyl)amino)-9H-pyrimido[4,5-b]indole-7-carboxylate). The yield is 79.0%. As a reaction SMILES: CC(OI1(OC(C)=O)(OC(C)=O)OC(=O)C2C=CC=CC1=2)=O.[OH:23][CH:24]([C:52]1[CH:57]=[CH:56][CH:55]=[CH:54][CH:53]=1)[C:25]1[N:26]=[C:27]([NH:42][CH2:43][CH2:44][CH2:45][N:46]2[CH2:51][CH2:50][CH2:49][CH2:48][CH2:47]2)[C:28]2[C:36]3[C:31](=[CH:32][C:33]([C:37]([O:39][CH3:40])=[O:38])=[CH:34][CH:35]=3)[NH:30][C:29]=2[N:41]=1.C(O)(C(F)(F)F)=O.C(Cl)Cl>>[C:24]([C:25]1[N:26]=[C:27]([NH:42][CH2:43][CH2:44][CH2:45][N:46]2[CH2:47][CH2:48][CH2:49][CH2:50][CH2:51]2)[C:28]2[C:36]3[C:31](=[CH:32][C:33]([C:37]([O:39][CH3:40])=[O:38])=[CH:34][CH:35]=3)[NH:30][C:29]=2[N:41]=1)(=[O:23])[C:52]1[CH:53]=[CH:54][CH:55]=[CH:56][CH:57]=1. Procedure details: Dess-Martin periodinane reagent (22.67 mg, 0.053 mmol) was added to a mixture of methyl 2-(hydroxy(phenyl)methyl)-4-((3-(piperidin-1-yl)propyl)amino)-9H-pyrimido[4,5-b]indole-7-carboxylate (compound of Example 22) and TFA (15.7 mg, 0.027 mmol) in DCM (1000 μL, 15.54 mmol) to give a light orange solution. After 1 h, the solvent was evaporated and the residue was purified by flash chromatography to afford Example 23: methyl 2-benzoyl-4-((3-(piperidin-1-yl)propyl)amino)-9H-pyrimido[4,5-b]indole-7-c... The reactants are O=C(Cl)OCC(Cl)(Cl)Cl, ClCCl, [K+], [K+], O=C([O-])[O-], O, CN(C)CCCC1(c2ccccc2)COc2ccccc21. Yields the product CN(CCCC1(c2ccccc2)COc2ccccc21)C(=O)OCC(Cl)(Cl)Cl. RXN SMILES: [Cl:28][C:29](=[O:30])[O:31][CH2:32][C:33]([Cl:34])([Cl:35])[Cl:36].[Cl:38][CH2:39][Cl:40].[K+:22].[K+:23].[O-:24][C:25]([O-:26])=[O:27].[OH2:37].[c:1]1([C:7]2([CH2:16][CH2:17][CH2:18][N:19]([CH3:20])[CH3:21])[CH2:8][O:9][c:10]3[c:11]2[cH:12][cH:13][cH:14][cH:15]3)[cH:2][cH:3][cH:4][cH:5][cH:6]1>>[c:1]1([C:7]2([CH2:16][CH2:17][CH2:18][N:19]([CH3:20])[C:29](=[O:30])[O:31][CH2:32][C:33]([Cl:34])([Cl:35])[Cl:36])[CH2:8][O:9][c:10]3[c:11]2[cH:12][cH:13][cH:14][cH:15]3)[cH:2][cH:3][cH:4][cH:5][cH:6]1. RXN SMILES: [CH3:1][O:2][c:3]1[cH:4][c:5]2[c:6]([O:15][c:16]3[cH:17][cH:18][c:19]([NH2:22])[cH:20][cH:21]3)[cH:7][cH:8][n:9][c:10]2[cH:11][c:12]1[O:13][CH3:14].[CH3:36][c:37]1[cH:38][cH:39][cH:40][cH:41][cH:42]1.[F:23][C:24]([c:25]1[cH:26][cH:27][c:28]([N:31]=[C:32]=[O:33])[cH:29][cH:30]1)([F:34])[F:35]>>[CH3:1][O:2][c:3]1[cH:4][c:5]2[c:6]([O:15][c:16]3[cH:17][cH:18][c:19]([NH:22][C:32]([NH:31][c:28]4[cH:27][cH:26][c:25]([C:24]([F:23])([F:34])[F:35])[cH:30][cH:29]4)=[O:33])[cH:20][cH:21]3)[cH:7][cH:8][n:9][c:10]2[cH:11][c:12]1[O:13][CH3:14]. Starting materials: COc1cc2nccc(Oc3ccc(N)cc3)c2cc1OC, Cc1ccccc1, O=C=Nc1ccc(C(F)(F)F)cc1. Yields the product COc1cc2nccc(Oc3ccc(NC(=O)Nc4ccc(C(F)(F)F)cc4)cc3)c2cc1OC. Starting materials: C1CCOC1, C1CCCCC1, [Li]C(C)CC, CCCCCC1COc2cc(C3COC(C4COc5c(F)cc(F)cc5C4)OC3)c(F)cc2C1, Cc1ccc(S(=O)(=O)C#N)cc1. Product: CCCCCC1COc2cc(C3COC(C4COc5c(cc(F)c(C#N)c5F)C4)OC3)c(F)cc2C1. Reaction SMILES: [CH2:52]1[O:53][CH2:54][CH2:55][CH2:56]1.[CH2:57]1[CH2:58][CH2:59][CH2:60][CH2:61][CH2:62]1.[CH:35]([Li:36])([CH2:37][CH3:38])[CH3:39].[F:1][c:2]1[cH:3][c:4]2[c:9]([c:10]([F:12])[cH:11]1)[O:8][CH2:7][CH:6]([CH:13]1[O:14][CH2:15][CH:16]([c:19]3[c:20]([F:34])[cH:21][c:22]4[c:27]([cH:28]3)[O:26][CH2:25][CH:24]([CH2:29][CH2:30][CH2:31][CH2:32][CH3:33])[CH2:23]4)[CH2:17][O:18]1)[CH2:5]2.[c:40]1([CH3:41])[cH:42][cH:43][c:44]([S:45](=[O:46])(=[O:47])[C:49]#[N:50])[cH:48][cH:51]1>>[F:1][c:2]1[cH:3][c:4]2[c:9]([c:10]([F:12])[c:11]1[C:49]#[N:50])[O:8][CH2:7][CH:6]([CH:13]1[O:14][CH2:15][CH:16]([c:19]3[c:20]([F:34])[cH:21][c:22]4[c:27]([cH:28]3)[O:26][CH2:25][CH:24]([CH2:29][CH2:30][CH2:31][CH2:32][CH3:33])[CH2:23]4)[CH2:17][O:18]1)[CH2:5]2.